Dataset: the Open Reaction Database (ORD), a public repository of structured organic reaction records. Task: describe an organic reaction: reactants, conditions, products, and yield Starting materials: CC=1OC(=CC(C1)=C(C#N)C#N)C (2-(2,6-dimethyl-4H-pyran-4-ylidene) malononitrile), C(=O)C1=CC(=C(C=C1)NC(OC(C)(C)C)=O)OC (tert-butyl 4-formyl-2-methoxyphenylcarbamate), N1CCCCC1 (Piperidine). Solvent: CCO (EtOH). Conditions: temperature 80 celsius, time 7 hour. Product: NC1=C(C=C(/C=C/C=2OC(=CC(C2)=C(C#N)C#N)C)C=C1)OC ((E)-2-(2-(4-amino-3-methoxystyryl)-6-methyl-4H-pyran-4-ylidene)malononitrile). RXN SMILES: [CH3:1][C:2]1[O:3][C:4]([CH3:13])=[CH:5][C:6](=[C:8]([C:11]#[N:12])[C:9]#[N:10])[CH:7]=1.[CH:14]([C:16]1[CH:21]=[CH:20][C:19]([NH:22]C(=O)OC(C)(C)C)=[C:18]([O:30][CH3:31])[CH:17]=1)=O.N1CCCCC1>CCO>[NH2:22][C:19]1[CH:20]=[CH:21][C:16](/[CH:14]=[CH:13]/[C:4]2[O:3][C:2]([CH3:1])=[CH:7][C:6](=[C:8]([C:11]#[N:12])[C:9]#[N:10])[CH:5]=2)=[CH:17][C:18]=1[O:30][CH3:31]. Procedure: A mixture of 2-(2,6-dimethyl-4H-pyran-4-ylidene)malononitrile (1, 20.7 mg, 0.12 mmol) and aldehyde 2c (25.1 mg, 0.1 mmol) were dissolved in anhydrous EtOH (0.67 ml) at 65° C. Piperidine (0.5 μl) was added and the mixture was stirred at 80° C. for 7 hours. The solvent was removed with a stream of N2, the crude mixture was dissolved in EtOAc at 5 mg/ml and purified by normal phase preparative HPLC using hexanes/ethyl acetate as eluent. Yield: 10.6 mg (26%). LCMS ESI+m/z 406 (M+H+) H-NMR (400 MHz, ... Starting materials: ClCC1=NC2=CC=CC(=C2C(N1C1=C(C=CC=C1)Cl)=O)F (2-Chloromethyl-3-(2-chlorophenyl)-5-fluoro-3H-quinazolin-4-one), N1=CN=C2N=CNC2=C1N (adenine). Run in CN(C)C=O (DMF). The product is NC1=C2N=CN(C2=NC=N1)CC1=NC2=CC=CC(=C2C(N1C1=C(C=CC=C1)Cl)=O)F (2-(6-Aminopurin-9-ylmethyl)-3-(2-chlorophenyl)-5-fluoro-3H-quinazolin-4-one). Yield: 64.3%. As a reaction SMILES: Cl[CH2:2][C:3]1[N:12]([C:13]2[CH:18]=[CH:17][CH:16]=[CH:15][C:14]=2[Cl:19])[C:11](=[O:20])[C:10]2[C:5](=[CH:6][CH:7]=[CH:8][C:9]=2[F:21])[N:4]=1.[N:22]1[C:30]([NH2:31])=[C:29]2[C:25]([N:26]=[CH:27][NH:28]2)=[N:24][CH:23]=1>CN(C=O)C>[NH2:31][C:30]1[N:22]=[CH:23][N:24]=[C:25]2[C:29]=1[N:28]=[CH:27][N:26]2[CH2:2][C:3]1[N:12]([C:13]2[CH:18]=[CH:17][CH:16]=[CH:15][C:14]=2[Cl:19])[C:11](=[O:20])[C:10]2[C:5](=[CH:6][CH:7]=[CH:8][C:9]=2[F:21])[N:4]=1. Reported procedure: Prepared according to Procedure C using Intermediate 2e (200 mg, 0.619 mmol), adenine (92 mg, 0.681 mmol), L2CO3 (94 mg, 0.680 mmol), and DMF (4 mL). The crude product was chromatographed in MeOH/CH2Cl2 to provide 168 mg of an off-white solid (64%), mp 159-172° C. (gradually decomposes). 1H NMR (DMSO-d6) δ: 8.10 (s, 1H); 8.08 (s, 1H); 7.73-7.89 (m, 3H); 7.57-7.71 (m, 2H); 7.37-7.48 (m, 2H); 7.34 (d, J=11 Hz, 1H); 7.30 (d, J=8.3 Hz, 1H); 5.14 (d, J=17 Hz, 1H); 4.94 (d, J=17 Hz, 1H). 13C NMR (DMSO... Starting materials: CN1C(=NCCC1)S (1-methyl-1,4,5,6-tetrahydro-2-pyrimidinethiol), N1C(=CC2=CC=CC=C12)C(=O)O (indole-2-carboxylic acid), [I-].[K+] (potassium iodide), II (iodine). The solvent is CO (methanol), CO (methanol), O (water). Reaction conditions: time 2 hour. Product: I.CN1C(=NCCC1)SC1=C(NC2=CC=CC=C12)C(=O)O (3-(1-methyl-1,4,5,6-tetrahydro-2-pyrimidinylthio)-indole-2-carboxylic acid hydriodide). RXN SMILES: [NH:1]1[C:9]2[C:4](=[CH:5][CH:6]=[CH:7][CH:8]=2)[CH:3]=[C:2]1[C:10]([OH:12])=[O:11].[I-:13].[K+].II.[CH3:17][N:18]1[CH2:23][CH2:22][CH2:21][N:20]=[C:19]1[SH:24]>CO.O>[IH:13].[CH3:17][N:18]1[CH2:23][CH2:22][CH2:21][N:20]=[C:19]1[S:24][C:3]1[C:4]2[C:9](=[CH:8][CH:7]=[CH:6][CH:5]=2)[NH:1][C:2]=1[C:10]([OH:12])=[O:11] |f:1.2,7.8|. Procedure details: A solution of 28.98 g of indole-2-carboxylic acid in 300 ml of methanol is added to a well-stirred solution of 90 g of potassium iodide and 45.6 g of iodine in 270 ml of water at room temperature. This mixture is further treated with a solution of 23.4 g of 1-methyl-1,4,5,6-tetrahydro-2-pyrimidinethiol in 420 ml of warm methanol. The reaction mixture is stirred for 2 hours at room temperature and worked up in the manner described unter Example 1 to yield 3-(1-methyl-1,4,5,6-tetrahydro-2-pyrimidi... Starting materials: O (water), FC(C1=CC=C(CN2C=CC3=CC=CC(=C23)C(=O)NC2(CC2)C2=CC=C(C(=O)OC)C=C2)C=C1)(F)F (Methyl 4-{1-[({1-[4-(trifluoromethyl)benzyl]-1H-indol-7-yl}carbonyl)amino]cyclopropyl}benzoate). Solvent: C1CCOC1 (THF), CO (MeOH), solution, [OH-].[K+] (KOH). Reaction conditions: temperature 50 celsius. Yields the product FC(C1=CC=C(CN2C=CC3=CC=CC(=C23)C(=O)NC2(CC2)C2=CC=C(C(=O)O)C=C2)C=C1)(F)F (4-{1-[({1-[4-(trifluoromethyl)benzyl]-1H-indol-7-yl}carbonyl)amino]cyclopropyl}benzoic Acid). As a reaction SMILES: [F:1][C:2]([F:36])([F:35])[C:3]1[CH:34]=[CH:33][C:6]([CH2:7][N:8]2[C:16]3[C:11](=[CH:12][CH:13]=[CH:14][C:15]=3[C:17]([NH:19][C:20]3([C:23]4[CH:32]=[CH:31][C:26]([C:27]([O:29]C)=[O:28])=[CH:25][CH:24]=4)[CH2:22][CH2:21]3)=[O:18])[CH:10]=[CH:9]2)=[CH:5][CH:4]=1.O>C1COCC1.CO.[OH-].[K+]>[F:36][C:2]([F:1])([F:35])[C:3]1[CH:34]=[CH:33][C:6]([CH2:7][N:8]2[C:16]3[C:11](=[CH:12][CH:13]=[CH:14][C:15]=3[C:17]([NH:19][C:20]3([C:23]4[CH:24]=[CH:25][C:26]([C:27]([OH:29])=[O:28])=[CH:31][CH:32]=4)[CH2:21][CH2:22]3)=[O:18])[CH:10]=[CH:9]2)=[CH:5][CH:4]=1 |f:4.5|. Procedure details: Methyl 4-{1-[({1-[4-(trifluoromethyl)benzyl]-1H-indol-7-yl}carbonyl)amino]cyclopropyl}benzoate (27 g, 55 mmol) was dissolved in 549 ml of THF 549 ml of MeOH and 249 ml of a 2M solution of KOH. The mixture was heated at 50° C. for 2 h. After cooling to RT, 200 ml of water was added and the organic solvents removed. The solution was acidified to pH 1-1.5 with 3N HCl and the resulting solid was filtered and washed with water. 1H NMR (500 MHz, DMSO-d6): δ 12.80 (bs, 1H), 9.15 (s, 1H), 7.80 (d, 3H), ... Reactants: [Al+3], COc1ccc(C2(C(=O)O)CCC(=O)CC2)cc1OC, [H-], [H-], [H-], [H-], [Li+], [Na+], C1CCOC1, [OH-], O. Product: COc1ccc(C2(CO)CCC(=O)CC2)cc1OC. Reaction SMILES: [Al+3:27].[C:1](=[O:2])([OH:3])[C:4]1([c:11]2[cH:12][c:13]([O:19][CH3:20])[c:14]([O:17][CH3:18])[cH:15][cH:16]2)[CH2:5][CH2:6][C:7](=[O:10])[CH2:8][CH2:9]1.[H-:26].[H-:29].[H-:30].[H-:31].[Li+:28].[Na+:33].[O:21]1[CH2:22][CH2:23][CH2:24][CH2:25]1.[OH-:32].[OH2:34]>>[CH2:1]([OH:2])[C:4]1([c:11]2[cH:12][c:13]([O:19][CH3:20])[c:14]([O:17][CH3:18])[cH:15][cH:16]2)[CH2:5][CH2:6][C:7](=[O:10])[CH2:8][CH2:9]1. The reactants are C(C1=CC=CC=C1)=O (benzaldehyde), 7-[α-(2-aminothiazol-4-yl)-α-(Z)-methoxyiminoacetamido]-3-[(1-methyl-1-pyrrolidinio)methyl]-3-cephem-4-carboxylates, S(O)(O)(=O)=O (sulfuric acid), NC1[C@@H]2N(C(=C(CS2)C[N+]2(CCCC2)C)C(=O)[O-])C1=O (7-amino-3-(1-methylpyrrolidinio)methyl-3-cephem-4-carboxylate), monohydrochloric acid, ( 2 ), Cl.NC1[C@@H]2N(C(=C(CS2)CCl)C(=O)OC(C2=CC=CC=C2)C2=CC=CC=C2)C1=O (diphenylmethyl 7-amino-3-chloromethyl-3-cephem-4-carboxylate hydrochloride). Yields the product C(C1=CC=CC=C1)=NC1[C@@H]2N(C(=C(CS2)CCl)C(=O)OC(C2=CC=CC=C2)C2=CC=CC=C2)C1=O (diphenylmethyl 7-benzylideneamino-3-chloromethyl-3-cephem-4-carboxylate), ( 3 ). As a reaction SMILES: S(=O)(=O)(O)O.NC1C(=O)N2C(C([O-])=O)=C(C[N+]3(C)CCCC3)CS[C@H]12.Cl.[NH2:27][CH:28]1[C:53](=[O:54])[N:30]2[C:31]([C:37]([O:39][CH:40]([C:47]3[CH:52]=[CH:51][CH:50]=[CH:49][CH:48]=3)[C:41]3[CH:46]=[CH:45][CH:44]=[CH:43][CH:42]=3)=[O:38])=[C:32]([CH2:35][Cl:36])[CH2:33][S:34][C@H:29]12.[CH:55](=O)[C:56]1[CH:61]=[CH:60][CH:59]=[CH:58][CH:57]=1>>[CH:55](=[N:27][CH:28]1[C:53](=[O:54])[N:30]2[C:31]([C:37]([O:39][CH:40]([C:41]3[CH:46]=[CH:45][CH:44]=[CH:43][CH:42]=3)[C:47]3[CH:48]=[CH:49][CH:50]=[CH:51][CH:52]=3)=[O:38])=[C:32]([CH2:35][Cl:36])[CH2:33][S:34][C@H:29]12)[C:56]1[CH:61]=[CH:60][CH:59]=[CH:58][CH:57]=1 |f:2.3|. Procedure: Temperature stable crystalline mono-hydrochloric and sulfuric acid addition salts of 7-amino-3-(1-methylpyrrolidinio)methyl-3-cephem-4-carboxylate substantially free of Δ2 isomer are intermediates for the preparation of broad spectrum 7-[α-(2-aminothiazol-4-yl)-α-(Z)-methoxyiminoacetamido]-3-[(1-methyl-1-pyrrolidinio)methyl]-3-cephem-4-carboxylates. The monohydrochloric acid addition salt intermediate is prepared by a process comprising the steps of (1) neutralizing diphenylmethyl 7-amino-3-chlo... Starting materials: ClCCl, O=C(O)C(F)(F)F, CC(C)(C)OC(=O)C=CCc1ccccc1. Product: O=C(O)C=CCc1ccccc1. RXN SMILES: [Cl:17][CH2:18][Cl:19].[OH:20][C:21]([C:22]([F:23])([F:24])[F:25])=[O:26].[c:1]1([CH2:7][CH:8]=[CH:9][C:10](=[O:11])[O:12][C:13]([CH3:14])([CH3:15])[CH3:16])[cH:2][cH:3][cH:4][cH:5][cH:6]1>>[c:1]1([CH2:7][CH:8]=[CH:9][C:10](=[O:11])[OH:12])[cH:2][cH:3][cH:4][cH:5][cH:6]1. Starting materials: COC(C=1C(C(=O)OC)=C(C=CC1)I)=O (3-iodophthalic acid dimethyl ester), CN(C1=CC=C(C=C1)N)C (N,N-dimethyl-1,4-phenylenediamine), C=1C=CC(=CC1)P(C=2C=CC=CC2)C3=CC=C4C=CC=CC4=C3C5=C6C=CC=CC6=CC=C5P(C=7C=CC=CC7)C=8C=CC=CC8 (rac-BINAP), C([O-])([O-])=O.[Cs+].[Cs+] (cesium carbonate). Reagents/catalysts: C=1C=CC(=CC1)/C=C/C(=O)/C=C/C2=CC=CC=C2.C=1C=CC(=CC1)/C=C/C(=O)/C=C/C2=CC=CC=C2.C=1C=CC(=CC1)/C=C/C(=O)/C=C/C2=CC=CC=C2.[Pd].[Pd] (Pd2(dba)3). The solvent is C1(=CC=CC=C1)C (toluene), C(Cl)Cl (CH2Cl2). The product is COC(C=1C(C(=O)OC)=C(C=CC1)NC1=CC=C(C=C1)N(C)C)=O (3-(4-Dimethylaminophenylamino)phthalic acid dimethyl ester). The yield is 71.0%. As a reaction SMILES: [CH3:1][O:2][C:3](=[O:15])[C:4]1[C:5](=[C:10](I)[CH:11]=[CH:12][CH:13]=1)[C:6]([O:8][CH3:9])=[O:7].[CH3:16][N:17]([CH3:25])[C:18]1[CH:23]=[CH:22][C:21]([NH2:24])=[CH:20][CH:19]=1.C1C=CC(P(C2C(C3C(P(C4C=CC=CC=4)C4C=CC=CC=4)=CC=C4C=3C=CC=C4)=C3C(C=CC=C3)=CC=2)C2C=CC=CC=2)=CC=1.C(=O)([O-])[O-].[Cs+].[Cs+]>C1(C)C=CC=CC=1.C(Cl)Cl.C1C=CC(/C=C/C(/C=C/C2C=CC=CC=2)=O)=CC=1.C1C=CC(/C=C/C(/C=C/C2C=CC=CC=2)=O)=CC=1.C1C=CC(/C=C/C(/C=C/C2C=CC=CC=2)=O)=CC=1.[Pd].[Pd]>[CH3:1][O:2][C:3](=[O:15])[C:4]1[C:5](=[C:10]([NH:24][C:21]2[CH:22]=[CH:23][C:18]([N:17]([CH3:25])[CH3:16])=[CH:19][CH:20]=2)[CH:11]=[CH:12][CH:13]=1)[C:6]([O:8][CH3:9])=[O:7] |f:3.4.5,8.9.10.11.12|. Procedure: A mixture of 3-iodophthalic acid dimethyl ester (1.0 g, 3.1 mmol), N,N-dimethyl-1,4-phenylenediamine (0.42 g, 3.1 mmol), Pd2(dba)3 (0.13 g, 0.14 mmol), rac-BINAP (0.058 g, 0.093 mmol), and cesium carbonate (1.4 g, 4.3 mmol), in 6 mL toluene was heated to reflux under nitrogen for 24 hours. The reaction mixture was cooled, diluted with CH2Cl2 (10 mL), and filtered through Celite, and the filter was washed with additional CH2Cl2 (30 mL). The filtrate was evaporated, and the residue was chromatogra... Starting materials: Cc1ccccc1, CC(C)(C)[O-], CCOC(C)=O, CC(C)c1cc(C(C)C)c(-c2ccccc2P(C2CCCCC2)C2CCCCC2)c(C(C)C)c1, CC(Nc1cc(C2=CCN(S(C)(=O)=O)CC2)cc(Cl)n1)c1ccc(F)cc1, Nc1cnccn1, [Na+], O=C(C=Cc1ccccc1)C=Cc1ccccc1, O=C(C=Cc1ccccc1)C=Cc1ccccc1, O=C(C=Cc1ccccc1)C=Cc1ccccc1, [Pd], [Pd]. Yields the product CC(Nc1cc(C2=CCN(S(C)(=O)=O)CC2)cc(Nc2cnccn2)n1)c1ccc(F)cc1. Reaction SMILES: [CH3:137][c:138]1[cH:139][cH:140][cH:141][cH:142][cH:143]1.[CH3:69][C:70]([CH3:71])([O-:72])[CH3:73].[CH3:75][CH2:76][O:77][C:78](=[O:79])[CH3:80].[CH:35]1([P:36]([CH:37]2[CH2:38][CH2:39][CH2:40][CH2:41][CH2:42]2)[c:43]2[cH:44][cH:45][cH:46][cH:47][c:48]2-[c:49]2[c:50]([CH:51]([CH3:52])[CH3:53])[cH:54][c:55]([CH:56]([CH3:57])[CH3:58])[cH:59][c:60]2[CH:61]([CH3:62])[CH3:63])[CH2:64][CH2:65][CH2:66][CH2:67][CH2:68]1.[Cl:1][c:2]1[cH:3][c:4]([C:18]2=[CH:23][CH2:22][N:21]([S:24](=[O:25])(=[O:26])[CH3:27])[CH2:20][CH2:19]2)[cH:5][c:6]([NH:8][CH:9]([CH3:10])[c:11]2[cH:12][cH:13][c:14]([F:17])[cH:15][cH:16]2)[n:7]1.[NH2:28][c:29]1[n:30][cH:31][cH:32][n:33][cH:34]1.[Na+:74].[O:101]=[C:102]([CH:103]=[CH:104][c:105]1[cH:106][cH:107][cH:108][cH:109][cH:110]1)[CH:111]=[CH:112][c:113]1[cH:114][cH:115][cH:116][cH:117][cH:118]1.[O:119]=[C:120]([CH:121]=[CH:122][c:123]1[cH:124][cH:125][cH:126][cH:127][cH:128]1)[CH:129]=[CH:130][c:131]1[cH:132][cH:133][cH:134][cH:135][cH:136]1.[O:83]=[C:84]([CH:85]=[CH:86][c:87]1[cH:88][cH:89][cH:90][cH:91][cH:92]1)[CH:93]=[CH:94][c:95]1[cH:96][cH:97][cH:98][cH:99][cH:100]1.[Pd:81].[Pd:82]>>[c:2]1([NH:28][c:29]2[n:30][cH:31][cH:32][n:33][cH:34]2)[cH:3][c:4]([C:18]2=[CH:23][CH2:22][N:21]([S:24](=[O:25])(=[O:26])[CH3:27])[CH2:20][CH2:19]2)[cH:5][c:6]([NH:8][CH:9]([CH3:10])[c:11]2[cH:12][cH:13][c:14]([F:17])[cH:15][cH:16]2)[n:7]1.